From a dataset of the Open Reaction Database (ORD), a public repository of structured organic reaction records. describe an organic reaction: reactants, conditions, products, and yield Starting materials: [BH4-], CCO, CCOC(=O)CC(=O)C(C)Oc1ccc(Oc2ncc(C(F)(F)F)cc2Cl)cc1, [Na+]. Yields the product CCOC(=O)CC(O)C(C)Oc1ccc(Oc2ncc(C(F)(F)F)cc2Cl)cc1. As a reaction SMILES: [BH4-:30].[CH3:32][CH2:33][OH:34].[Cl:1][c:2]1[c:3]([O:12][c:13]2[cH:14][cH:15][c:16]([O:17][CH:18]([C:19]([CH2:20][C:21](=[O:22])[O:23][CH2:24][CH3:25])=[O:26])[CH3:27])[cH:28][cH:29]2)[n:4][cH:5][c:6]([C:8]([F:9])([F:10])[F:11])[cH:7]1.[Na+:31]>>[Cl:1][c:2]1[c:3]([O:12][c:13]2[cH:14][cH:15][c:16]([O:17][CH:18]([CH:19]([CH2:20][C:21](=[O:22])[O:23][CH2:24][CH3:25])[OH:26])[CH3:27])[cH:28][cH:29]2)[n:4][cH:5][c:6]([C:8]([F:9])([F:10])[F:11])[cH:7]1. Reactants: CC[SiH](CC)CC, ClCCl, [Na+], [Na+], O=C([O-])[O-], COC(=O)c1ccc2c(c1)C(O)C(C)(C)C(c1cccc(OC(C)(C)C(=O)OC)c1)N2, O=C(O)C(F)(F)F. Yields the product COC(=O)c1ccc2c(c1)CC(C)(C)C(c1cccc(OC(C)(C)C(=O)OC)c1)N2. As a reaction SMILES: [CH2:32]([SiH:33]([CH2:34][CH3:35])[CH2:36][CH3:37])[CH3:38].[Cl:52][CH2:53][Cl:54].[Na+:46].[Na+:47].[O-:48][C:49](=[O:50])[O-:51].[OH:1][CH:2]1[C:3]([CH3:30])([CH3:31])[CH:4]([c:16]2[cH:17][c:18]([O:22][C:23]([C:24](=[O:25])[O:26][CH3:27])([CH3:28])[CH3:29])[cH:19][cH:20][cH:21]2)[NH:5][c:6]2[cH:7][cH:8][c:9]([C:12](=[O:13])[O:14][CH3:15])[cH:10][c:11]21.[OH:39][C:40]([C:41]([F:42])([F:43])[F:44])=[O:45]>>[CH2:2]1[C:3]([CH3:30])([CH3:31])[CH:4]([c:16]2[cH:17][c:18]([O:22][C:23]([C:24](=[O:25])[O:26][CH3:27])([CH3:28])[CH3:29])[cH:19][cH:20][cH:21]2)[NH:5][c:6]2[cH:7][cH:8][c:9]([C:12](=[O:13])[O:14][CH3:15])[cH:10][c:11]21. Starting materials: CC(=O)Oc1ccccc1C(=O)OCCCNC(=O)OCc1ccccc1, CO. Yields the product CC(=O)Oc1ccccc1C(=O)OCCCN. RXN SMILES: [C:1]([CH3:2])(=[O:3])[O:4][c:5]1[c:6]([C:7](=[O:8])[O:9][CH2:10][CH2:11][CH2:12][NH:13][C:14]([O:15][CH2:16][c:17]2[cH:18][cH:19][cH:20][cH:21][cH:22]2)=[O:23])[cH:24][cH:25][cH:26][cH:27]1.[CH3:28][OH:29]>>[C:1]([CH3:2])(=[O:3])[O:4][c:5]1[c:6]([C:7](=[O:8])[O:9][CH2:10][CH2:11][CH2:12][NH2:13])[cH:24][cH:25][cH:26][cH:27]1. Starting materials: C1(CC1)C1=CC(=C(C(=O)OC)C=C1C1=NC2=C(C=NC=C2)N1)C (methyl 4-cyclopropyl-5-(3H-imidazo[4,5-c]pyridin-2-yl)-2-methylbenzoate), C1(CC1)C1=CC(=C(C(=O)OC)C=C1C1=NC2=C(C=NC=C2)N1)C (methyl 4-cyclopropyl-5-(3H-imidazo[4,5-c]pyridin-2-yl)-2-methylbenzoate), IC (Iodomethane). Solvent: ClCCl (dichloromethane). Run at time 8 hour. Yields the product [I-].C1(CC1)C1=C(C=C(C(=C1)C)C(=O)OC)C1=NC2=C(C=[N+](C=C2)C)N1 (2-(2-Cyclopropyl-5-(methoxycarbonyl)-4-methylphenyl)-5-methyl-3H-imidazo[4,5-c]pyridin-5-ium iodide). Yield: 41.0%. Reaction SMILES: [CH:1]1([C:4]2[C:13]([C:14]3[NH:22][C:17]4[CH:18]=[N:19][CH:20]=[CH:21][C:16]=4[N:15]=3)=[CH:12][C:7]([C:8]([O:10][CH3:11])=[O:9])=[C:6]([CH3:23])[CH:5]=2)[CH2:3][CH2:2]1.[I:24][CH3:25]>ClCCl>[I-:24].[CH:1]1([C:4]2[CH:5]=[C:6]([CH3:23])[C:7]([C:8]([O:10][CH3:11])=[O:9])=[CH:12][C:13]=2[C:14]2[NH:22][C:17]3[CH:18]=[N+:19]([CH3:25])[CH:20]=[CH:21][C:16]=3[N:15]=2)[CH2:3][CH2:2]1 |f:3.4|. Reported procedure: Into a 50-mL round-bottom flask, was placed a solution of methyl 4-cyclopropyl-5-(3H-imidazo[4,5-c]pyridin-2-yl)-2-methylbenzoate (compound 87.2, 500 mg, 1.63 mmol) in dichloromethane (15 mL). Iodomethane (203 μL, 3.26 mmol) was added drop-wise and the resulting solution was stirred overnight at room temperature. The mixture was concentrated under reduced pressure to yield 0.30 g (41%) of the title compound as a yellow solid. The reactants are N=C1C(C(=C(C=C1)SCCC)CC1=CC=CC=C1)NC(SC)=NC(=O)OC (1-iminophenylmethyl-2-(3-carbomethoxy-S-methylisothioureido)-4-n-propylthiobenzene), ClC=1C=C(C(=O)OO)C=CC1 (m-chloroperoxybenzoic acid). Solvent: C(Cl)Cl (methylene chloride). Conditions: temperature -5 celsius, time 30 minute. Yields the product N=C1C(C(=C(C=C1)S(=O)CCC)CC1=CC=CC=C1)NC(SC)=NC(=O)OC (1-iminophenylmethyl-2-(3-carbomethoxy-S-methylisothioureido)-4-n-propylsulfinylbenzene). RXN SMILES: [NH:1]=[C:2]1[CH:7]=[CH:6][C:5]([S:8][CH2:9][CH2:10][CH3:11])=[C:4]([CH2:12][C:13]2[CH:18]=[CH:17][CH:16]=[CH:15][CH:14]=2)[CH:3]1[NH:19][C:20](=[N:23][C:24]([O:26][CH3:27])=[O:25])[S:21][CH3:22].ClC1C=C(C=CC=1)C(OO)=[O:33]>C(Cl)Cl>[NH:1]=[C:2]1[CH:7]=[CH:6][C:5]([S:8]([CH2:9][CH2:10][CH3:11])=[O:33])=[C:4]([CH2:12][C:13]2[CH:14]=[CH:15][CH:16]=[CH:17][CH:18]=2)[CH:3]1[NH:19][C:20](=[N:23][C:24]([O:26][CH3:27])=[O:25])[S:21][CH3:22]. Reported procedure: To a solution of 1-iminophenylmethyl-2-(3-carbomethoxy-S-methylisothioureido)-4-n-propylthiobenzene (4.02 g.; 0.01 mol) in methylene chloride (50 ml.), cooled to -5° C., is added 85% of m-chloroperoxybenzoic acid (2.02 g.; 0.01 mol). The mixture is stirred at -5° C. for 30 minutes and is washed with aqueous sodium bicarbonate solution. The methylene dichloride is evaporated from the organic solution to afford 1-iminophenylmethyl-2-(3-carbomethoxy-S-methylisothioureido)-4-n-propylsulfinylbenzene. Reactants: C(C1=CC=CC=C1)N1C(SC(C1=O)=C1SC2=C(N1C)C=C(C=C2)O)=NC=2C=C(C#N)C=CC2NCC (3-[3-benzyl-5-(5-hydroxy-3-methyl-3H-benzothiazol-2-ylidene)-4-oxothiazolidi n-2-ylideneamino]-4-(ethylamino)benzonitrile), BrCC(=O)OC(C)(C)C (tert-butyl bromoacetate), C(=O)([O-])[O-].[K+].[K+] (K2CO3). The solvent is CN(C)C=O (DMF). Conditions: temperature 80 celsius. The product is C(C1=CC=CC=C1)N1C(SC(C1=O)=C1SC2=C(N1C)C=C(C=C2)OCC(=O)O)=NC2=C(C=CC(=C2)C#N)NCC ({2-[3-benzyl-2-(5-cyano-2-ethylaminophenylimino)-4-oxothiazolidin-5-ylidene]-3-methyl-2,3-dihydrobenzothiazol-5-yloxy}acetic acid). As a reaction SMILES: [CH2:1]([N:8]1[C:12](=[O:13])[C:11](=[C:14]2[N:18]([CH3:19])[C:17]3[CH:20]=[C:21]([OH:24])[CH:22]=[CH:23][C:16]=3[S:15]2)[S:10][C:9]1=[N:25][C:26]1[CH:27]=[C:28]([CH:31]=[CH:32][C:33]=1[NH:34][CH2:35][CH3:36])[C:29]#[N:30])[C:2]1[CH:7]=[CH:6][CH:5]=[CH:4][CH:3]=1.Br[CH2:38][C:39]([O:41]C(C)(C)C)=[O:40].C([O-])([O-])=O.[K+].[K+]>CN(C=O)C>[CH2:1]([N:8]1[C:12](=[O:13])[C:11](=[C:14]2[N:18]([CH3:19])[C:17]3[CH:20]=[C:21]([O:24][CH2:38][C:39]([OH:41])=[O:40])[CH:22]=[CH:23][C:16]=3[S:15]2)[S:10][C:9]1=[N:25][C:26]1[CH:27]=[C:28]([C:29]#[N:30])[CH:31]=[CH:32][C:33]=1[NH:34][CH2:35][CH3:36])[C:2]1[CH:7]=[CH:6][CH:5]=[CH:4][CH:3]=1 |f:2.3.4|. Procedure: To the product of Example 57 (158 mg, 0.31 mmol) in anhydrous DMF (5 mL) were added tert-butyl bromoacetate (460 μL, 10 equiv) and anhydrous K2CO3 (425 mg, 10 equiv). The suspension was heated at 80° C. under nitrogen for 16 h. After cooling, resulting solids were removed by filtration. The filtrate was concentrated to give a residue, which was purified by chromatography on silica gel, eluting with MeOH-DCM (5:95) to give the product, which was used in the next step without further purification.